The task is: describe an organic reaction: reactants, conditions, products, and yield. This data is from the Open Reaction Database (ORD), a public repository of structured organic reaction records. Starting materials: C(C1=CC=CC=C1)#N (benzonitrile), [Cl-].[NH4+] (ammonium chloride), ice, ClC1=CC=C(C=C1)C1=NNC(=N1)C (3-(4-Chlorophenyl)-5-methyl-1H-1,2,4-triazole), ice, C(CCC)[Li] (n-butyllithium). The solvent is O1CCCC1 (THF), C(Cl)(Cl)Cl (chloroform), O1CCCC1 (tetrahydrofuran). Conditions: time 30 minute. Yields the product ClC=1C=C2C(N3C(C2=CC1)=NC(=N3)C)(N)C3=CC=CC=C3 (7-Chloro-2-methyl-5-phenyl-5H[1,2,4]triazolo [5,1-a]isoindol-5-amine). Yield: 49.1%. As a reaction SMILES: [Cl:1][C:2]1[CH:7]=[CH:6][C:5]([C:8]2[N:12]=[C:11]([CH3:13])[NH:10][N:9]=2)=[CH:4][CH:3]=1.C([Li])CCC.[C:19](#[N:26])[C:20]1[CH:25]=[CH:24][CH:23]=[CH:22][CH:21]=1.[Cl-].[NH4+]>O1CCCC1.C(Cl)(Cl)Cl>[Cl:1][C:2]1[CH:7]=[C:6]2[C:5](=[CH:4][CH:3]=1)[C:8]1=[N:12][C:11]([CH3:13])=[N:10][N:9]1[C:19]2([C:20]1[CH:25]=[CH:24][CH:23]=[CH:22][CH:21]=1)[NH2:26] |f:3.4|. Procedure details: 2.0 g (10.3 mmol) of 3-(4-Chlorophenyl)-5-methyl-1H-1,2,4-triazole is dissolved in 50 ml of tetrahydrofuran (THF) (freshly distilled from lithium aluminum hydride) mechanically stirred in a 250 ml round-bottom 3-necked flask equipped with a septum and nitrogen inlet and cooled in an ice bath. 13.6 ml (22.7 mmol) of n-butyllithium (1.67 mol/liter in hexane) is injected with a syringe and the mixture is stirred in the ice bath for 30 minutes. 2.12 g (20.6 mmol) of benzonitrile is added in a little... Starting materials: C(C=C)(=O)OCC12CC3(CC(CC(C1)C3)C2)O (1-acryloyloxymethyl-3-adamantanol), OC12CC3C(C(CC(C1)C3)C2)=O (1-hydroxyadamantane-4-one). The product is C(C=C)(=O)OC12CC3C(C(CC(C1)C3)C2)=O (1-acryloyloxyadamantane-4-one). Yield: 95.0%. Reaction SMILES: [C:1](OCC12CC3CC(CC(O)(C3)C1)C2)(=[O:4])[CH:2]=[CH2:3].[OH:18][C:19]12[CH2:28][CH:23]3[CH2:24][CH:25]([CH2:27][CH:21]([C:22]3=[O:29])[CH2:20]1)[CH2:26]2>>[C:1]([O:18][C:19]12[CH2:28][CH:23]3[CH2:24][CH:25]([CH2:27][CH:21]([C:22]3=[O:29])[CH2:20]1)[CH2:26]2)(=[O:4])[CH:2]=[CH2:3]. Procedure: The reaction was conducted in the same manner as said (2) except that 1-hydroxyadamantane-4-one was used instead of the 1-hydroxyadamantane-2-one, and, as a result, a 1-acryloyloxyadamantane-4-one (yield: 95%, white solid) was obtained. The reactants are Cl (HCl), C(C(=C)C)(=O)OC (methyl methacrylate), CC(C)([O-])C.[K+] (potassium tertbutoxide), FC=1C=C(C=CC1)CC(=O)OC (methyl 3-fluorophenylacetate). Solvent: CN(C=O)C (N,N-dimethylformamide). Run at temperature 70 celsius, time 15 minute. Product: FC=1C=C2[C@H](C[C@@H](C(C2=CC1)=O)C)C(=O)OC (trans-6-fluoro-4-methoxycarbonyl-2-methyl-1-tetralone). As a reaction SMILES: [F:1][C:2]1[CH:3]=[C:4]([CH2:8][C:9]([O:11][CH3:12])=[O:10])[CH:5]=[CH:6][CH:7]=1.[C:13](OC)(=[O:17])[C:14]([CH3:16])=[CH2:15].CC(C)([O-])C.[K+].Cl>CN(C)C=O>[F:1][C:2]1[CH:3]=[C:4]2[C:5](=[CH:6][CH:7]=1)[C:13](=[O:17])[C@@H:14]([CH3:16])[CH2:15][C@@H:8]2[C:9]([O:11][CH3:12])=[O:10] |f:2.3|. Procedure: To a solution of methyl 3-fluorophenylacetate (prepared from 3 fluorophenylacetic acid (Aldrich Chem. Co., Madison, Wis.) via esterification with methanol catalyzed by gaseous HCl) in anhydrous N,N-dimethylformamide (40 mL) warmed to 70° C. was added methyl methacrylate (5.8 mL) and potassium tertbutoxide (0.55 gm). After 15 minutes, aqueous 1N HCl (75 mL) was added, and the mixture extracted with diethyl ether. The organic extracts were washed with H2O, brine, dried (Na2SO4, filtered and evapor... Starting materials: C(C1=CC=CC=C1)OC=1C=C(C=O)C=CC1O (3-benzyloxy-4-hydroxybenzaldehyde), ClC1=C(C=O)C=CC(=C1OCC1=CC=CC=C1)O (2-chloro-3-benzyloxy-4-hydroxybenzaldehyde). Yields the product ClC1=C(C=O)C=CC(=C1OCC1=CC=CC=C1)OCOC (2-chloro-3-benzyloxy-4-methoxymethoxybenzaldehyde). Reaction SMILES: [CH2:1]([O:8][C:9]1C=C(C=CC=1O)C=O)C1C=CC=CC=1.[Cl:18][C:19]1[C:26]([O:27][CH2:28][C:29]2[CH:34]=[CH:33][CH:32]=[CH:31][CH:30]=2)=[C:25]([OH:35])[CH:24]=[CH:23][C:20]=1[CH:21]=[O:22]>>[Cl:18][C:19]1[C:26]([O:27][CH2:28][C:29]2[CH:30]=[CH:31][CH:32]=[CH:33][CH:34]=2)=[C:25]([O:35][CH2:1][O:8][CH3:9])[CH:24]=[CH:23][C:20]=1[CH:21]=[O:22]. Procedure: Proceeding as in example 63, but replacing for 3-benzyloxy-4-hydroxybenzaldehyde an equivalent quantity of 2-chloro-3-benzyloxy-4-hydroxybenzaldehyde obtained as described in example 85, 2-chloro-3-benzyloxy-4-methoxymethoxybenzaldehyde was obtained, m.p. 66°-67° C. (from petroleum ether, b.p. 30°-70° C.). Yields the product FC1=C(C=CC(=C1)CC(=O)Cl)C1=C(C=C(C=C1)F)F (2,2',4'-trifluoro-4-biphenylylacetyl chloride). Procedure details: A mixture of 2,2',4'-trifluoro-4-biphenylylacetic acid (3.6 g.) and thionyl chloride (15 ml.) was refluxed for 1 hour; excess thionyl chloride was removed and the residual acid chloride distilled at 141°-143° C./1.0 mm as a yellow oil, solidifying on cooling, (3.11 g.). Recrystallisation from 62-68 petroleum ether gave colourless needles of 2,2',4'-trifluoro-4-biphenylylacetyl chloride, m.p. 70°-73° C. 1 g. of this was dissolved in ether (10 ml.) and the solution added slowly to a stirred mixtur... RXN SMILES: [F:1][C:2]1[CH:7]=[C:6]([CH2:8][C:9](O)=[O:10])[CH:5]=[CH:4][C:3]=1[C:12]1[CH:17]=[CH:16][C:15]([F:18])=[CH:14][C:13]=1[F:19].S(Cl)([Cl:22])=O>>[F:1][C:2]1[CH:7]=[C:6]([CH2:8][C:9]([Cl:22])=[O:10])[CH:5]=[CH:4][C:3]=1[C:12]1[CH:17]=[CH:16][C:15]([F:18])=[CH:14][C:13]=1[F:19]. Reactants: FC1=C(C=CC(=C1)CC(=O)O)C1=C(C=C(C=C1)F)F (2,2',4'-trifluoro-4-biphenylylacetic acid), S(=O)(Cl)Cl (thionyl chloride). The reactants are CO, CN(C)CCC(NC(=O)C1(NC(=O)OC(C)(C)C)CCN(c2ncnc3[nH]ccc23)CC1)c1ccc(Cl)cc1, ClCCl, Cl. The product is CN(C)CCC(NC(=O)C1(N)CCN(c2ncnc3[nH]ccc23)CC1)c1ccc(Cl)cc1. As a reaction SMILES: [CH3:44][OH:45].[Cl:2][c:3]1[cH:4][cH:5][c:6]([CH:9]([CH2:10][CH2:11][N:12]([CH3:13])[CH3:14])[NH:15][C:16](=[O:17])[C:18]2([NH:33][C:34](=[O:35])[O:36][C:37]([CH3:38])([CH3:39])[CH3:40])[CH2:19][CH2:20][N:21]([c:24]3[c:25]4[c:26]([n:27][cH:28][n:29]3)[nH:30][cH:31][cH:32]4)[CH2:22][CH2:23]2)[cH:7][cH:8]1.[Cl:41][CH2:42][Cl:43].[ClH:1]>>[Cl:2][c:3]1[cH:4][cH:5][c:6]([CH:9]([CH2:10][CH2:11][N:12]([CH3:13])[CH3:14])[NH:15][C:16](=[O:17])[C:18]2([NH2:33])[CH2:19][CH2:20][N:21]([c:24]3[c:25]4[c:26]([n:27][cH:28][n:29]3)[nH:30][cH:31][cH:32]4)[CH2:22][CH2:23]2)[cH:7][cH:8]1. Starting materials: CC(=O)OCc1c(Br)cc(F)cc1Br, O=C([O-])[O-], [Cs+], [Cs+], C1COCCO1, O=C(C=Cc1ccccc1)C=Cc1ccccc1, O=C(C=Cc1ccccc1)C=Cc1ccccc1, O=C(C=Cc1ccccc1)C=Cc1ccccc1, [Pd], [Pd], O=C1NCCc2c1sc1ccccc21. Yields the product CC(=O)OCc1c(Br)cc(F)cc1N1CCc2c(sc3ccccc23)C1=O. RXN SMILES: [C:15]([CH3:16])(=[O:17])[O:18][CH2:19][c:20]1[c:21]([Br:28])[cH:22][c:23]([F:27])[cH:24][c:25]1[Br:26].[C:29](=[O:30])([O-:31])[O-:32].[Cs+:33].[Cs+:34].[O:35]1[CH2:36][CH2:37][O:38][CH2:39][CH2:40]1.[O:43]=[C:44]([CH:45]=[CH:46][c:47]1[cH:48][cH:49][cH:50][cH:51][cH:52]1)[CH:53]=[CH:54][c:55]1[cH:56][cH:57][cH:58][cH:59][cH:60]1.[O:61]=[C:62]([CH:63]=[CH:64][c:65]1[cH:66][cH:67][cH:68][cH:69][cH:70]1)[CH:71]=[CH:72][c:73]1[cH:74][cH:75][cH:76][cH:77][cH:78]1.[O:79]=[C:80]([CH:81]=[CH:82][c:83]1[cH:84][cH:85][cH:86][cH:87][cH:88]1)[CH:89]=[CH:90][c:91]1[cH:92][cH:93][cH:94][cH:95][cH:96]1.[Pd:41].[Pd:42].[c:1]12[c:2]3[c:7]([s:8][c:9]1[cH:10][cH:11][cH:12][cH:13]2)[C:6](=[O:14])[NH:5][CH2:4][CH2:3]3>>[c:1]12[c:2]3[c:7]([s:8][c:9]1[cH:10][cH:11][cH:12][cH:13]2)[C:6](=[O:14])[N:5]([c:21]1[c:20]([CH2:19][O:18][C:15]([CH3:16])=[O:17])[c:25]([Br:26])[cH:24][c:23]([F:27])[cH:22]1)[CH2:4][CH2:3]3. Starting materials: O (water), [N+](=O)([O-])C1=C(C(=CC=C1)C)C (3-nitro-o-xylene), COC(N(C)C)OC (dimethylformamide dimethyl acetal), N1CCCC1 (pyrrolidine). The reagents and catalysts are [Pd] (paliadium-on-charcoal). Run in C(C)(=O)OCC (ethyl acetate), CN(C)C=O (DMF). Run at time 1 hour. Yields the product SiO2 dichloromethane-petroleum ether, CC1=C2C=CNC2=CC=C1 (4-methylindole). The yield is 67.5%. Reaction SMILES: [N+:1]([C:4]1[CH:9]=[CH:8][CH:7]=[C:6]([CH3:10])[C:5]=1[CH3:11])([O-])=O.[CH3:12]OC(OC)N(C)C.N1CCCC1.O>CN(C=O)C.C(OCC)(=O)C.[Pd]>[CH3:10][C:6]1[CH:7]=[CH:8][CH:9]=[C:4]2[C:5]=1[CH:11]=[CH:12][NH:1]2. Procedure: A mixture of 3-nitro-o-xylene (13.4 mL, 0.1 mol), dimethylformamide dimethyl acetal (40 mL, 0.3 mol) and pyrrolidine (10 mL, 0.12 mol) in 200 mL of dry DMF was heated at 120°-130° C. (oil-bath temperature) under Ar for 21 h. The cooled mixture was poured into cold water (400 mL) and extracted: with ether (4×200 mL). The ethereal solution was washed (H2O, 4×100 mL), dried (Na2SO4) and evaporated to give a dark red viscous oil. This oil was taken up in 150 mL of ethyl acetate, 1.5 g of 10% paliadi... The reactants are CS(=O)(=O)O[C@@H]1C(N(CC1)CC1=CC=C(C=C1)C(F)F)=O ((S)-1-(4-(difluoromethyl)benzyl)-2-oxopyrrolidin-3-yl methanesulfonate), CS(=O)(=O)O[C@@H]1C(N(CC1)CC1=CC=C(C=C1)C(F)F)=O ((S)-1-(4-(difluoromethyl)benzyl)-2-oxopyrrolidin-3-yl methanesulfonate), Cl.F[C@@H]1CNCC[C@H]1C1=CC=C(C=C1)O (4-((3S,4S)-3-fluoropiperidin-4-yl)phenol, hydrochloride), Cl.F[C@@H]1CNCC[C@H]1C1=CC=C(C=C1)O (4-((3S,4S)-3-fluoropiperidin-4-yl)phenol, hydrochloride), C(C)(C)N(C(C)C)CC (N,N-diisopropylethylamine). Run in C(C)#N (acetonitrile), C(C)#N (acetonitrile). Conditions: temperature 85 celsius, time 16 hour. Product: lactam, FC(C1=CC=C(CN2C(C(CC2)N2C[C@H]([C@@H](CC2)C2=CC=C(C=C2)O)F)=O)C=C1)F (1-(4-(difluoromethyl)benzyl)-3-((3S,4S)-3-fluoro-4-(4-hydroxyphenyl)piperidin-1-yl)pyrrolidin-2-one). The yield is 35.8%. Reaction SMILES: CS(O[C@H:6]1[CH2:10][CH2:9][N:8]([CH2:11][C:12]2[CH:17]=[CH:16][C:15]([CH:18]([F:20])[F:19])=[CH:14][CH:13]=2)[C:7]1=[O:21])(=O)=O.Cl.[F:23][C@H:24]1[C@H:29]([C:30]2[CH:35]=[CH:34][C:33]([OH:36])=[CH:32][CH:31]=2)[CH2:28][CH2:27][NH:26][CH2:25]1.C(N(CC)C(C)C)(C)C>C(#N)C>[F:19][CH:18]([F:20])[C:15]1[CH:16]=[CH:17][C:12]([CH2:11][N:8]2[CH2:9][CH2:10][CH:6]([N:26]3[CH2:27][CH2:28][C@@H:29]([C:30]4[CH:35]=[CH:34][C:33]([OH:36])=[CH:32][CH:31]=4)[C@H:24]([F:23])[CH2:25]3)[C:7]2=[O:21])=[CH:13][CH:14]=1 |f:1.2|. Procedure details: A solution of (S)-1-(4-(difluoromethyl)benzyl)-2-oxopyrrolidin-3-yl methanesulfonate (500 mg, 1.57 mmol, intermediate M) in 5.0 mL of acetonitrile was added dropwise over 1.5 h to a stirred mixture of 4-((3S,4S)-3-fluoropiperidin-4-yl)phenol, hydrochloride (363 mg, 1.57 mmol, intermediate F) and N,N-diisopropylethylamine (1.09 mL, 6.26 mmol) in 5.0 mL of acetonitrile maintained at 85° C. After complete addition, the reaction mixture was stirred at 85° C. for 16 h. The reaction mixture was concen...